Dataset: the Open Reaction Database (ORD), a public repository of structured organic reaction records. Task: describe an organic reaction: reactants, conditions, products, and yield Reactants: CC(C)COc1cccc2sc(C(=O)O)cc12, Cl, Cl, Cl, NC1CCN(CCN2CCCCCC2)CC1. Reaction SMILES: [CH2:1]([CH:2]([CH3:3])[CH3:4])[O:5][c:6]1[cH:7][cH:8][cH:9][c:10]2[s:11][c:12]([C:15](=[O:16])[OH:17])[cH:13][c:14]12.[ClH:18].[ClH:19].[ClH:20].[N:21]1([CH2:28][CH2:29][N:30]2[CH2:31][CH2:32][CH:33]([NH2:36])[CH2:34][CH2:35]2)[CH2:22][CH2:23][CH2:24][CH2:25][CH2:26][CH2:27]1>>[CH2:1]([CH:2]([CH3:3])[CH3:4])[O:5][c:6]1[cH:7][cH:8][cH:9][c:10]2[s:11][c:12]([C:15](=[O:17])[NH:36][CH:33]3[CH2:32][CH2:31][N:30]([CH2:29][CH2:28][N:21]4[CH2:22][CH2:23][CH2:24][CH2:25][CH2:26][CH2:27]4)[CH2:35][CH2:34]3)[cH:13][c:14]12. The product is CC(C)COc1cccc2sc(C(=O)NC3CCN(CCN4CCCCCC4)CC3)cc12.